Dataset: the Open Reaction Database (ORD), a public repository of structured organic reaction records. Task: describe an organic reaction: reactants, conditions, products, and yield The reactants are [N+](=O)([O-])C1=CC=C(C=C1)COC(=O)C=1N2C(C(C2C(C1SC1COC(C1)COCC1=CC=CC=C1)C)C(C)O)=O (6-(1-Hydroxyethyl)-4-methyl-7-oxo-3-[[tetrahydro-5-[(phenylmethoxy)methyl]-3-furanyl]thio]-1-azabicyclo[3.2.0]hept-2-ene-2-carboxylic acid (4-nitrophenyl)methyl ester), C([O-])(O)=O.[Na+] (sodium bicarbonate), O (water). The reagents and catalysts are [Pd] (palladium/carbon). Run in O1CCOCC1 (dioxane). The product is [Na+].OC(C)C1C2C(C(=C(N2C1=O)C(=O)[O-])SC1COC(C1)COCC1=CC=CC=C1)C (6-(1-Hydroxyethyl)-4-methyl-7-oxo-3-[[tetrahydro-5-[(phenylmethoxy)methyl]-3-furanyl]thio]-1-azabicyclo[3.2.0]hept-2-ene-2-carboxylic acid monosodium salt). The yield is 33.0%. Reaction SMILES: [N+](C1C=CC(C[O:11][C:12]([C:14]2[N:15]3[CH:18]([CH:19]([CH3:36])[C:20]=2[S:21][CH:22]2[CH2:26][CH:25]([CH2:27][O:28][CH2:29][C:30]4[CH:35]=[CH:34][CH:33]=[CH:32][CH:31]=4)[O:24][CH2:23]2)[CH:17]([CH:37]([OH:39])[CH3:38])[C:16]3=[O:40])=[O:13])=CC=1)([O-])=O.C(=O)(O)[O-].[Na+:45].O>[Pd].O1CCOCC1>[Na+:45].[OH:39][CH:37]([CH:17]1[C:16](=[O:40])[N:15]2[CH:18]1[CH:19]([CH3:36])[C:20]([S:21][CH:22]1[CH2:26][CH:25]([CH2:27][O:28][CH2:29][C:30]3[CH:31]=[CH:32][CH:33]=[CH:34][CH:35]=3)[O:24][CH2:23]1)=[C:14]2[C:12]([O-:13])=[O:11])[CH3:38] |f:1.2,6.7|. Procedure details: The title compound is prepared by the procedure of Example 18 using 0.170 g of product from Example 81, 0.0277 g of sodium bicarbonate, 1.2 ml of water, 6.8 ml of dioxane, and 0.055 g of 10% palladium/carbon to give 0.045 g of desired product. Reactants: COc1cn(-c2ccc(N3CCNC3=O)cc2F)nc(-c2ccnn2-c2ccccc2)c1=O, [H-], CI, [Na+], CN(C)C=O. Product: COc1cn(-c2ccc(N3CCN(C)C3=O)cc2F)nc(-c2ccnn2-c2ccccc2)c1=O. Reaction SMILES: [F:1][c:2]1[c:3](-[n:14]2[n:15][c:16](-[c:23]3[cH:24][cH:25][n:26][n:27]3-[c:28]3[cH:29][cH:30][cH:31][cH:32][cH:33]3)[c:17](=[O:22])[c:18]([O:20][CH3:21])[cH:19]2)[cH:4][cH:5][c:6]([N:8]2[C:9](=[O:13])[NH:10][CH2:11][CH2:12]2)[cH:7]1.[H-:36].[I:34][CH3:35].[Na+:37].[O:38]=[CH:39][N:40]([CH3:41])[CH3:42]>>[F:1][c:2]1[c:3](-[n:14]2[n:15][c:16](-[c:23]3[cH:24][cH:25][n:26][n:27]3-[c:28]3[cH:29][cH:30][cH:31][cH:32][cH:33]3)[c:17](=[O:22])[c:18]([O:20][CH3:21])[cH:19]2)[cH:4][cH:5][c:6]([N:8]2[C:9](=[O:13])[N:10]([CH3:35])[CH2:11][CH2:12]2)[cH:7]1. Reactants: FC1=CC=C(CNCC(C)C)C=C1 ((4-fluorobenzyl)-isobutylamine), N1=CC=CC=C1 (pyridine), CS(=O)(=O)N1CCC(CC1)OC=1C=CC(=NC1)S(=O)(=O)Cl (5-(1-methanesulfonyl-piperidin-4-yloxy)-pyridine-2-sulfonyl chloride). Yields the product FC1=CC=C(CN(S(=O)(=O)C2=NC=C(C=C2)OC2CCN(CC2)S(=O)(=O)C)CC(C)C)C=C1 (5-(1-Methanesulfonyl-piperidin-4-yloxy)-pyridine-2-sulfonic acid (4-fluoro-benzyl)-isobutyl-amide). Procedure: A solution of (4-fluorobenzyl)-isobutylamine (53 mg, 0.295 mmol) and pyridine (34 μL, 0.423 mmol) in DCM (3 mL) was treated with 5-(1-methanesulfonyl-piperidin-4-yloxy)-pyridine-2-sulfonyl chloride (75 mg, 0.211 mmol) and stirred at room temperature for 18 hours. The mixture was diluted with DCM, washed with 1 M aqueous citric acid, saturated aqueous NaHCO3, water and brine, dried over Na2SO4 and concentrated under vacuum. Purification by silica gel column chromatography (0-100% EtOAc in cyclohe... The solvent is C(Cl)Cl (DCM), C(Cl)Cl (DCM). Reaction SMILES: [F:1][C:2]1[CH:13]=[CH:12][C:5]([CH2:6][NH:7][CH2:8][CH:9]([CH3:11])[CH3:10])=[CH:4][CH:3]=1.N1C=CC=CC=1.[CH3:20][S:21]([N:24]1[CH2:29][CH2:28][CH:27]([O:30][C:31]2[CH:32]=[CH:33][C:34]([S:37](Cl)(=[O:39])=[O:38])=[N:35][CH:36]=2)[CH2:26][CH2:25]1)(=[O:23])=[O:22]>C(Cl)Cl>[F:1][C:2]1[CH:3]=[CH:4][C:5]([CH2:6][N:7]([CH2:8][CH:9]([CH3:11])[CH3:10])[S:37]([C:34]2[CH:33]=[CH:32][C:31]([O:30][CH:27]3[CH2:28][CH2:29][N:24]([S:21]([CH3:20])(=[O:22])=[O:23])[CH2:25][CH2:26]3)=[CH:36][N:35]=2)(=[O:38])=[O:39])=[CH:12][CH:13]=1. Yield: 37.0%. Reaction conditions: time 18 hour. Reactants: teflon, C(#N)C1=CC=C(CBr)C=C1 (4-Cyano-benzyl bromide), [OH-].[NH4+] (ammonium hydroxide). Run in O1CCOCC1 (1,4-dioxane). Conditions: time 8 hour. Product: NCC1=CC=C(C#N)C=C1 (4-Aminomethyl-benzonitrile), hydrobromide salt. Reaction SMILES: [C:1]([C:3]1[CH:10]=[CH:9][C:6]([CH2:7]Br)=[CH:5][CH:4]=1)#[N:2].[OH-].[NH4+:12]>O1CCOCC1>[NH2:2][CH2:1][C:3]1[CH:10]=[CH:9][C:6]([C:7]#[N:12])=[CH:5][CH:4]=1 |f:1.2|. Procedure details: 4-Cyano-benzyl bromide (4.00 g) was combined with 1,4-dioxane (2 mL) and conc. aq. ammonium hydroxide (30 mL). The reaction mixture was sealed with a teflon plug and stirred overnight at ambient temperature. The reaction mixture was concentrated to dryness in vacuo. The crude material consisted of a mixture of the desired mono- and undesired bis-benzyl adducts. The undesired product was removed by repeated precipitation from hot methanol, enriching the desired product in the filtrate. After thre... Starting materials: COC1=CC=C(CN(C2=CC(=NC(=N2)C)C=2C=C(C=NC2F)[C@@H](C)N2CCN(CC2)C(=O)OC(C)(C)C)CC2=CC=C(C=C2)OC)C=C1 (tert-butyl 4-((1R)-1-(5-(6-(bis(4-methoxybenzyl)amino)-2-methyl-4-pyrimidinyl)-6-fluoro-3-pyridinyl)ethyl)-1-piperazinecarboxylate), C(=O)(C(F)(F)F)O (TFA). Run in C(Cl)Cl (CH2Cl2). Yields the product FC1=NC=C(C=C1C1=CC(=NC(=N1)C)N(CC1=CC=C(C=C1)OC)CC1=CC=C(C=C1)OC)[C@@H](C)N1CCNCC1 (6-(2-fluoro-5-((1R)-1-(1-piperazinyl)ethyl)-3-pyridinyl)-N,N-bis(4-methoxybenzyl)-2-methyl-4-pyrimidinamine). The yield is 85.1%. As a reaction SMILES: [CH3:1][O:2][C:3]1[CH:48]=[CH:47][C:6]([CH2:7][N:8]([CH2:38][C:39]2[CH:44]=[CH:43][C:42]([O:45][CH3:46])=[CH:41][CH:40]=2)[C:9]2[N:14]=[C:13]([CH3:15])[N:12]=[C:11]([C:16]3[CH:17]=[C:18]([C@H:23]([N:25]4[CH2:30][CH2:29][N:28](C(OC(C)(C)C)=O)[CH2:27][CH2:26]4)[CH3:24])[CH:19]=[N:20][C:21]=3[F:22])[CH:10]=2)=[CH:5][CH:4]=1.C(O)(C(F)(F)F)=O>C(Cl)Cl>[F:22][C:21]1[C:16]([C:11]2[N:12]=[C:13]([CH3:15])[N:14]=[C:9]([N:8]([CH2:7][C:6]3[CH:47]=[CH:48][C:3]([O:2][CH3:1])=[CH:4][CH:5]=3)[CH2:38][C:39]3[CH:40]=[CH:41][C:42]([O:45][CH3:46])=[CH:43][CH:44]=3)[CH:10]=2)=[CH:17][C:18]([C@H:23]([N:25]2[CH2:26][CH2:27][NH:28][CH2:29][CH2:30]2)[CH3:24])=[CH:19][N:20]=1. Reported procedure: A mixture of tert-butyl 4-((1R)-1-(5-(6-(bis(4-methoxybenzyl)amino)-2-methyl-4-pyrimidinyl)-6-fluoro-3-pyridinyl)ethyl)-1-piperazinecarboxylate (0.57 g, 0.87 mmol) in CH2Cl2 (4.3 mL) at 0° C. was treated with TFA (1.29 mL, 17.36 mmol). The reaction mixture was allowed to warm up to RT. After 90 minutes the reaction mixture was concentrated and the residue was dissolved in CH2Cl2 and saturated NaHCO3 (aq.). The layers were separated and the aqueous layer was extracted with CH2Cl2 (2×). The combin... The reactants are C1CCNC1, Cc1ccccc1OCc1ccccc1C(=O)Cl, COC(C)(C)C, O. Yields the product Cc1ccccc1OCc1ccccc1C(=O)N1CCCC1. Reaction SMILES: [CH2:19]1[CH2:20][CH2:21][NH:22][CH2:23]1.[CH3:1][c:2]1[c:3]([O:4][CH2:5][c:6]2[c:7]([C:8](=[O:9])[Cl:10])[cH:11][cH:12][cH:13][cH:14]2)[cH:15][cH:16][cH:17][cH:18]1.[CH3:25][O:26][C:27]([CH3:28])([CH3:29])[CH3:30].[OH2:24]>>[CH3:1][c:2]1[c:3]([O:4][CH2:5][c:6]2[c:7]([C:8](=[O:9])[N:22]3[CH2:21][CH2:20][CH2:19][CH2:23]3)[cH:11][cH:12][cH:13][cH:14]2)[cH:15][cH:16][cH:17][cH:18]1.